This data is from the Open Reaction Database (ORD), a public repository of structured organic reaction records. The task is: describe an organic reaction: reactants, conditions, products, and yield Reactants: C(C1=CC=CC=C1)OC=1C=C2C(CCOC2=CC1)=O (6-benzyloxy-4-chromanone), C(C)(C)I (isopropyl iodide). Product: C(C)(C)C1COC2=CC=C(C=C2C1=O)OCC1=CC=CC=C1 (3-Isopropyl-6-benzyloxy-4-chromanone). As a reaction SMILES: [CH2:1]([O:8][C:9]1[CH:10]=[C:11]2[C:16](=[CH:17][CH:18]=1)[O:15][CH2:14][CH2:13][C:12]2=[O:19])[C:2]1[CH:7]=[CH:6][CH:5]=[CH:4][CH:3]=1.[CH:20](I)([CH3:22])[CH3:21]>>[CH:20]([CH:13]1[C:12](=[O:19])[C:11]2[C:16](=[CH:17][CH:18]=[C:9]([O:8][CH2:1][C:2]3[CH:3]=[CH:4][CH:5]=[CH:6][CH:7]=3)[CH:10]=2)[O:15][CH2:14]1)([CH3:22])[CH3:21]. Procedure: By the method of Example 8, 6-benzyloxy-4-chromanone and isopropyl iodide are converted to present title product.